This data is from the Open Reaction Database (ORD), a public repository of structured organic reaction records. The task is: describe an organic reaction: reactants, conditions, products, and yield Reactants: FC1(CCC(CC1)C(=O)O)F (4,4-difluorocyclohexanecarboxylic acid), CN1CCOCC1 (4-methylmorpholine), [OH-].[NH4+] (ammonium hydroxide), CC(C)COC(=O)Cl (isobutyl chloridocarbonate). Solvent: C1CCOC1 (THF). Run at temperature 0 celsius. The product is FC1(CCC(CC1)C(=O)N)F (4,4-difluorocyclohexanecarboxamide). The yield is 53.1%. As a reaction SMILES: [F:1][C:2]1([F:11])[CH2:7][CH2:6][CH:5]([C:8](O)=[O:9])[CH2:4][CH2:3]1.C[N:13]1CCOCC1.CC(COC(Cl)=O)C.[OH-].[NH4+]>C1COCC1>[F:1][C:2]1([F:11])[CH2:7][CH2:6][CH:5]([C:8]([NH2:13])=[O:9])[CH2:4][CH2:3]1 |f:3.4|. Procedure: To a solution of compound 4,4-difluorocyclohexanecarboxylic acid (3.5 g, 21 mmol) in 80 mL THF, 4-methylmorpholine (2.51 g, 21 mmol) was added at −70° C., followed by isobutyl chloridocarbonate (2.85 g, 21 mmol). 30 min later, 10 mL ammonium hydroxide was added. The resulting mixture was allowed to warm up to 0° C. After removal of all solvents, the residue was washed with water, PE to afford the compound 4,4-difluorocyclohexanecarboxamide (1.82 g, 40%) as a white solid. The reactants are FC(C(=O)O)(F)F (Trifluoroacetic acid), ClC1=C(C(=C(C=C1)CNC(=O)C=1NC2=CC=C(C=C2C1)OC[C@H]1CN(CCO1)C(=O)OC(C)(C)C)F)OC1=CC(=CC(=C1)C#N)Cl (1,1-dimethylethyl (2R)-2-{[(2-{[({4-chloro-3-[(3-chloro-5-cyanophenyl)oxy]-2-fluorophenyl}methyl)amino]carbonyl}-1H-indol-5-yl)oxy]methyl}-4-morpholinecarboxylate). Run in C(Cl)Cl (CH2Cl2). Reaction conditions: time 1 hour. The product is ClC1=C(C(=C(C=C1)CNC(=O)C=1NC2=CC=C(C=C2C1)OC[C@H]1CNCCO1)F)OC1=CC(=CC(=C1)C#N)Cl (N-({4-Chloro-3-[(3-chloro-5-cyanophenyl)oxy]-2-fluorophenyl}methyl)-5-{[(2R)-2-morpholinylmethyl]oxy}-indole-2-carboxamide). Isolated yield 87.8%. Reaction SMILES: FC(F)(F)C(O)=O.[Cl:8][C:9]1[CH:14]=[CH:13][C:12]([CH2:15][NH:16][C:17]([C:19]2[NH:20][C:21]3[C:26]([CH:27]=2)=[CH:25][C:24]([O:28][CH2:29][C@@H:30]2[O:35][CH2:34][CH2:33][N:32](C(OC(C)(C)C)=O)[CH2:31]2)=[CH:23][CH:22]=3)=[O:18])=[C:11]([F:43])[C:10]=1[O:44][C:45]1[CH:50]=[C:49]([C:51]#[N:52])[CH:48]=[C:47]([Cl:53])[CH:46]=1>C(Cl)Cl>[Cl:8][C:9]1[CH:14]=[CH:13][C:12]([CH2:15][NH:16][C:17]([C:19]2[NH:20][C:21]3[C:26]([CH:27]=2)=[CH:25][C:24]([O:28][CH2:29][C@@H:30]2[O:35][CH2:34][CH2:33][NH:32][CH2:31]2)=[CH:23][CH:22]=3)=[O:18])=[C:11]([F:43])[C:10]=1[O:44][C:45]1[CH:50]=[C:49]([C:51]#[N:52])[CH:48]=[C:47]([Cl:53])[CH:46]=1. Reported procedure: Trifluoroacetic acid (2 mL) and CH2Cl2 (2 mL) were added to 1,1-dimethylethyl (2R)-2-{[(2-{[({4-chloro-3-[(3-chloro-5-cyanophenyl)oxy]-2-fluorophenyl}methyl)amino]carbonyl}-1H-indol-5-yl)oxy]methyl}-4-morpholinecarboxylate (0.02 g, 0.03 mmol) and the mixture was stirred for 1 h. The solvent was evaporated. Purification was accomplished by Reverse-Phase HPLC (water/acetonitrile with 0.1% TFA). The desired fractions were neutralized with saturated NaHCO3 and extracted with EtOAc. The organic extra... Starting materials: C(=O)([O-])[O-].[K+].[K+] (K2CO3), C[Si](C)(C)CCOCCl (SEM-Cl), CON(C(=O)C1CC(C1)CC1=NC2=C(N1)C=CC(=C2)C(F)(F)F)C (N-methoxy-N-methyl-3-{[5-(trifluoromethyl)-1H-1,3-benzodiazol-2-yl]methyl}cyclobutane-1-carboxamide). The solvent is O (water), [Cl-].[Na+].O (brine), CN(C)C=O (DMF). Run at time 8 hour. The product is CON(C(=O)C1CC(C1)CC1=NC2=C(N1COCC[Si](C)(C)C)C=CC(=C2)C(F)(F)F)C (N-methoxy-N-methyl-3-{[5-(trifluoromethyl)-1-{[2-(trimethylsilyl)ethoxy]methyl}-1H-1,3-benzodiazol-2-yl]methyl}cyclobutane-1-carboxamide). RXN SMILES: C([O-])([O-])=O.[K+].[K+].[CH3:7][Si:8]([CH2:11][CH2:12][O:13][CH2:14]Cl)([CH3:10])[CH3:9].[CH3:16][O:17][N:18]([CH3:39])[C:19]([CH:21]1[CH2:24][CH:23]([CH2:25][C:26]2[NH:30][C:29]3[CH:31]=[CH:32][C:33]([C:35]([F:38])([F:37])[F:36])=[CH:34][C:28]=3[N:27]=2)[CH2:22]1)=[O:20]>CN(C=O)C.O.[Cl-].[Na+].O>[CH3:16][O:17][N:18]([CH3:39])[C:19]([CH:21]1[CH2:22][CH:23]([CH2:25][C:26]2[N:30]([CH2:14][O:13][CH2:12][CH2:11][Si:8]([CH3:10])([CH3:9])[CH3:7])[C:29]3[CH:31]=[CH:32][C:33]([C:35]([F:38])([F:37])[F:36])=[CH:34][C:28]=3[N:27]=2)[CH2:24]1)=[O:20] |f:0.1.2,7.8.9|. Procedure: K2CO3 (381 mg, 2.76 mmol), followed by SEM-Cl (430 μl, 2.43 mmol) was added to a solution of the N-methoxy-N-methyl-3-{[5-(trifluoromethyl)-1H-1,3-benzodiazol-2-yl]methyl}cyclobutane-1-carboxamide (754 mg, 2.21 mmol) in DMF (10 ml) at RT and stirred overnight. The reaction was monitored by LCMS. The reaction mixture was diluted with water (3 ml), brine (30 ml) and then extracted with EtOAc (2×50 ml). This was dried over Na2SO4, filtered and evaporated to give a clear orange oil. Purification by ... The reactants are CCO, N#CC1CCN(c2ccc3nnc(C(F)(F)F)n3n2)CC1, NO. Product: N=C(NO)C1CCN(c2ccc3nnc(C(F)(F)F)n3n2)CC1. RXN SMILES: [CH3:24][CH2:25][OH:26].[F:3][C:4]([c:5]1[n:6][n:7][c:8]2[n:9]1[n:10][c:11]([N:14]1[CH2:15][CH2:16][CH:17]([C:20]#[N:21])[CH2:18][CH2:19]1)[cH:12][cH:13]2)([F:22])[F:23].[NH2:1][OH:2]>>[NH:1]([OH:2])[C:20]([CH:17]1[CH2:16][CH2:15][N:14]([c:11]2[n:10][n:9]3[c:5]([C:4]([F:3])([F:22])[F:23])[n:6][n:7][c:8]3[cH:13][cH:12]2)[CH2:19][CH2:18]1)=[NH:21]. Reactants: O1C(OCC1)C(C)(C)C(=O)CCC1=C(C=C(C=C1)Cl)Cl (2,4-dichlorophenylethyl 2-(1,3-dioxolan-2-yl)-prop-2-yl ketone), CSC (dimethyl sulphide), CI (methyl iodide). Yields the product ClC1=C(C=CC(=C1)Cl)CCC1(OC1)C(C)(C)C1OCCO1 (2-(2,4-dichlorophenylethyl)-2-[2-(1,3-dioxolan-2-yl)-prop-2-yl]-oxirane). Reaction SMILES: [O:1]1[CH2:5][CH2:4][O:3][CH:2]1[C:6]([C:9]([CH2:11][CH2:12][C:13]1[CH:18]=[CH:17][C:16]([Cl:19])=[CH:15][C:14]=1[Cl:20])=[O:10])([CH3:8])[CH3:7].[CH3:21]SC.CI>>[Cl:20][C:14]1[CH:15]=[C:16]([Cl:19])[CH:17]=[CH:18][C:13]=1[CH2:12][CH2:11][C:9]1([C:6]([CH:2]2[O:3][CH2:4][CH2:5][O:1]2)([CH3:8])[CH3:7])[CH2:21][O:10]1. Procedure details: In accordance with Example 3, reaction of 83 g (0.262 mol) of b 2,4-dichlorophenylethyl 2-(1,3-dioxolan-2-yl)-prop-2-yl ketone with 28.2 g (0.455 mol) of dimethyl sulphide/60 g of methyl iodide gives 90 g of 2-(2,4-dichlorophenylethyl)-2-[2-(1,3-dioxolan-2-yl)-prop-2-yl]-oxirane as an oil, which is directly reacted further. ##STR103## The reactants are CN(C)C=O, O=[Mn]=O, O=c1[nH]c2cc(CO)ccc2cc1-c1csc(CS(=O)(=O)c2ccccc2)n1. Product: O=Cc1ccc2cc(-c3csc(CS(=O)(=O)c4ccccc4)n3)c(=O)[nH]c2c1. RXN SMILES: [O:29]=[CH:30][N:31]([CH3:32])[CH3:33].[O:34]=[Mn:35]=[O:36].[OH:1][CH2:2][c:3]1[cH:4][cH:5][c:6]2[cH:7][c:8](-[c:14]3[n:15][c:16]([CH2:19][S:20](=[O:21])(=[O:22])[c:23]4[cH:24][cH:25][cH:26][cH:27][cH:28]4)[s:17][cH:18]3)[c:9](=[O:13])[nH:10][c:11]2[cH:12]1>>[O:1]=[CH:2][c:3]1[cH:4][cH:5][c:6]2[cH:7][c:8](-[c:14]3[n:15][c:16]([CH2:19][S:20](=[O:21])(=[O:22])[c:23]4[cH:24][cH:25][cH:26][cH:27][cH:28]4)[s:17][cH:18]3)[c:9](=[O:13])[nH:10][c:11]2[cH:12]1. Starting materials: C(C1=CC=CC=C1)OC([C@@H](CC1=CC=CC=C1)O)=O ((R)-2-hydroxy-3-phenyl-propionic acid benzyl ester), CC1=C(C=CC(=C1)C(C(F)(F)F)(C(F)(F)F)OCC1=CC=C(C=C1)OC)O (2-Methyl-4-[2,2,2-trifluoro-1-(4-methoxy-benzyloxy)-1-trifluoromethyl-ethyl]-phenol), C1(=CC=CC=C1)P(C1=CC=CC=C1)C1=CC=CC=C1 (triphenylphosphine), CCOC(=O)/N=N/C(=O)OCC (DEAD). Solvent: C1CCOC1 (THF). Reaction conditions: temperature 0 celsius, time 8 hour. Product: C(C1=CC=CC=C1)OC([C@H](CC1=CC=CC=C1)OC1=C(C=C(C=C1)C(C(F)(F)F)(C(F)(F)F)OCC1=CC=C(C=C1)OC)C)=O ((S)-2-{2-methyl-4-[2,2,2-trifluoro-1-(4-methoxy-benzyloxy)-1-trifluoromethyl-ethyl]-phenoxy}-3-phenyl-propionic acid benzyl ester). Isolated yield 70.7%. As a reaction SMILES: [CH2:1]([O:8][C:9](=[O:19])[C@H:10]([OH:18])[CH2:11][C:12]1[CH:17]=[CH:16][CH:15]=[CH:14][CH:13]=1)[C:2]1[CH:7]=[CH:6][CH:5]=[CH:4][CH:3]=1.[CH3:20][C:21]1[CH:26]=[C:25]([C:27]([O:36][CH2:37][C:38]2[CH:43]=[CH:42][C:41]([O:44][CH3:45])=[CH:40][CH:39]=2)([C:32]([F:35])([F:34])[F:33])[C:28]([F:31])([F:30])[F:29])[CH:24]=[CH:23][C:22]=1O.C1(P(C2C=CC=CC=2)C2C=CC=CC=2)C=CC=CC=1.CCOC(/N=N/C(OCC)=O)=O>C1COCC1>[CH2:1]([O:8][C:9](=[O:19])[C@@H:10]([O:18][C:22]1[CH:23]=[CH:24][C:25]([C:27]([O:36][CH2:37][C:38]2[CH:39]=[CH:40][C:41]([O:44][CH3:45])=[CH:42][CH:43]=2)([C:28]([F:31])([F:30])[F:29])[C:32]([F:33])([F:34])[F:35])=[CH:26][C:21]=1[CH3:20])[CH2:11][C:12]1[CH:13]=[CH:14][CH:15]=[CH:16][CH:17]=1)[C:2]1[CH:3]=[CH:4][CH:5]=[CH:6][CH:7]=1. Procedure details: To 1.27 g (4.9 mmol) of (R)-2-hydroxy-3-phenyl-propionic acid benzyl ester in 10 mL of THF were added 1.5 g (3.8 mmol) of 2-methyl-4-[2,2,2-trifluoro-1-(4-methoxy-benzyloxy)-1-trifluoromethyl-ethyl]-phenol (example 2) and 1.3 g (4.9 mmol) of triphenylphosphine. The mixture was cooled to 0° C., treated with 0.77 mL (4.9 mmol) of DEAD and stirred at room temperature overnight. The solvent was evaporated and the crude mixture was purified by column chromatography on silica gel with EtOAc/n-heptane ...